This data is from the Open Reaction Database (ORD), a public repository of structured organic reaction records. The task is: describe an organic reaction: reactants, conditions, products, and yield Starting materials: OC1=C2C=CN=CC2=CC=C1 (5-hydroxyisoquinoline), C[O-].[Na+] (sodium methoxide), [Cl-] (chloride). Solvent: CO (MeOH), CO (methanol), CN(C)C=O (DMF). Conditions: time 2 hour. The product is COC1=C2C=CN=CC2=CC=C1 (5-Methoxyisoquinoline). Isolated yield 56.0%. As a reaction SMILES: [OH:1][C:2]1[CH:11]=[CH:10][CH:9]=[C:8]2[C:3]=1[CH:4]=[CH:5][N:6]=[CH:7]2.[CH3:12][O-].[Na+].[Cl-]>CO.CN(C=O)C>[CH3:12][O:1][C:2]1[CH:11]=[CH:10][CH:9]=[C:8]2[C:3]=1[CH:4]=[CH:5][N:6]=[CH:7]2 |f:1.2|. Reported procedure: To a solution of 5-hydroxyisoquinoline (10 g, 69 mmol) in MeOH (100 ml) was added a solution of sodium methoxide in methanol (30% by weight, 13.8 ml, 72.4 mmol) followed by phenyltrimethylanmmonium chloride (12.4 g, 72.4 mmol). The reaction mixture was stirred at room temperature for 2 h, after which time it was filtered and the filtrate evaporated under reduced pressure to afford an oil which was dissolved in DMF (50 ml). The reaction mixture was refluxed for 2 h after which time the reaction m... The reactants are BrC1=C(C(=O)O)C(=C(C(=C1F)F)F)F (2-bromo-3,4,5,6-tetrafluorobenzoic acid), S(=O)(Cl)Cl (thionyl chloride), S(=O)(Cl)Cl (thionyl chloride). Product: BrC1=C(C(=O)Cl)C(=C(C(=C1F)F)F)F (2-Bromo-3,4,5,6-tetrafluoro-benzoyl chloride). Reaction SMILES: [Br:1][C:2]1[C:10]([F:11])=[C:9]([F:12])[C:8]([F:13])=[C:7]([F:14])[C:3]=1[C:4](O)=[O:5].S(Cl)([Cl:17])=O>>[Br:1][C:2]1[C:10]([F:11])=[C:9]([F:12])[C:8]([F:13])=[C:7]([F:14])[C:3]=1[C:4]([Cl:17])=[O:5]. Procedure details: 365 g (1.33 mol) of 2-bromo-3,4,5,6-tetrafluorobenzoic acid [Tetrahedron 2.3, 4719 (1967)] are introduced into 2 l of thionyl chloride and the mixture is heated under reflux for 11 hours until the evolution of gas stops. Excess thionyl chloride is stripped off in vacuo and the residue is distilled. The reactants are Cl.FC1=CC=C(C=C1)S(=O)(=O)CC1CNC1 (3-{[(4-fluorophenyl)sulfonyl]methyl}azetidine hydrochloride), C([O-])([O-])=O.[K+].[K+] (potassium carbonate), [I-].[Na+] (sodium iodide), ClCCCC(=O)C1=CC=C(C=C1)F (4-chloro-1-(4-fluorophenyl)butan-1-one), Cl (HCl). Solvent: CC(CC)=O (2-butanone), C(C)OCC (diethyl ether), CCOC(=O)C (EtOAc). The product is Cl.FC1=CC=C(C=C1)C(CCCN1CC(C1)CS(=O)(=O)C1=CC=C(C=C1)F)=O (1-(4-fluorophenyl)-4-(3-{[(4-fluorophenyl)sulfonyl]methyl}azetidin-1-yl)butan-1-one hydrochloride). Isolated yield 6.6%. RXN SMILES: Cl.[F:2][C:3]1[CH:8]=[CH:7][C:6]([S:9]([CH2:12][CH:13]2[CH2:16][NH:15][CH2:14]2)(=[O:11])=[O:10])=[CH:5][CH:4]=1.C(=O)([O-])[O-].[K+].[K+].[I-].[Na+].[Cl:25][CH2:26][CH2:27][CH2:28][C:29]([C:31]1[CH:36]=[CH:35][C:34]([F:37])=[CH:33][CH:32]=1)=[O:30].Cl>CCOC(C)=O.C(OCC)C.CC(=O)CC>[ClH:25].[F:37][C:34]1[CH:33]=[CH:32][C:31]([C:29](=[O:30])[CH2:28][CH2:27][CH2:26][N:15]2[CH2:16][CH:13]([CH2:12][S:9]([C:6]3[CH:7]=[CH:8][C:3]([F:2])=[CH:4][CH:5]=3)(=[O:11])=[O:10])[CH2:14]2)=[CH:36][CH:35]=1 |f:0.1,2.3.4,5.6,12.13|. Procedure details: A stirred mixture of 3-{[(4-fluorophenyl)sulfonyl]methyl}azetidine hydrochloride (150 mg, 0.56 mmol), 2-butanone (5 mL), potassium carbonate (0.25 g, 1.81 mmol), sodium iodide (20 mg, 0.13 mmol) and 4-chloro-1-(4-fluorophenyl)butan-1-one (115 μL, 0.68 mmol) was heated at reflux for 5 h under an inert atmosphere. The cooled reaction mixture was partitioned between EtOAc and water. The EtOAc extracts were washed with water and saturated brine then dried (MgSO4), filtered and concentrated in vacuo....